Dataset: the Open Reaction Database (ORD), a public repository of structured organic reaction records. Task: describe an organic reaction: reactants, conditions, products, and yield Starting materials: C(C1=CC=CC=C1)N1N=NC(=C1S)CCC(=O)O (1-Benzyl-4-carboxyethyl-1,2,3-triazole-5-thiol), N (ammonia), N (ammonia), [Na] (sodium). Reaction conditions: time 40 minute. Product: C(=O)(O)CCC=1N=NNC1S (4-(2-carboxyethyl)-1,2,3-triazol-5-thiol). As a reaction SMILES: C([N:8]1[C:12]([SH:13])=[C:11]([CH2:14][CH2:15][C:16]([OH:18])=[O:17])[N:10]=[N:9]1)C1C=CC=CC=1.N.[Na]>>[C:16]([CH2:15][CH2:14][C:11]1[N:10]=[N:9][NH:8][C:12]=1[SH:13])([OH:18])=[O:17] |^1:19|. Procedure details: 1-Benzyl-4-carboxyethyl-1,2,3-triazole-5-thiol (1.1 g., 4 mmol.) is suspended in 50 ml. of anhydrous liquid ammonia and sodium is added until a permanent blue color results. The reaction mixture is allowed to stir for 40 minutes then allowed to warm to ambient temperature while the ammonia evaporates. The residue is triturated with ether and the solid formed is collected and dissolved in water. The aqueous solution is acidified and extracted with ethyl acetate. The extract is dried (MgSO4) and e... Starting materials: ClC1=C2C=CN(C2=CC=C1)[C@H]1[C@H](OC(C)=O)[C@@H](OC(C)=O)[C@H](OC(C)=O)[C@H](O1)COC(C)=O (4-Chloro-1-(2,3,4,6-tetra-O-acetyl-β-D-glucopyranosyl)indole), ClCCOC1=CC=C(C(=O)Cl)C=C1 (4-(2-chloroethyloxy)benzoyl chloride). Product: ClC1=C2C(=CN(C2=CC=C1)[C@H]1[C@H](O)[C@@H](O)[C@H](O)[C@H](O1)CO)CC1=CC=C(C=C1)OCCCl (4-Chloro-3-(4-(2-chloroethyloxy)phenylmethyl)-1-(β-D-gluco-pyranosyl)indole). Reaction SMILES: [Cl:1][C:2]1[CH:10]=[CH:9][CH:8]=[C:7]2[C:3]=1[CH:4]=[CH:5][N:6]2[C@@H:11]1[O:28][C@H:27]([CH2:29][O:30]C(=O)C)[C@@H:22]([O:23]C(=O)C)[C@H:17]([O:18]C(=O)C)[C@H:12]1[O:13]C(=O)C.[Cl:34][CH2:35][CH2:36][O:37][C:38]1[CH:46]=[CH:45][C:41]([C:42](Cl)=O)=[CH:40][CH:39]=1>>[Cl:1][C:2]1[CH:10]=[CH:9][CH:8]=[C:7]2[C:3]=1[C:4]([CH2:42][C:41]1[CH:40]=[CH:39][C:38]([O:37][CH2:36][CH2:35][Cl:34])=[CH:46][CH:45]=1)=[CH:5][N:6]2[C@@H:11]1[O:28][C@H:27]([CH2:29][OH:30])[C@@H:22]([OH:23])[C@H:17]([OH:18])[C@H:12]1[OH:13]. Reported procedure: 4-Chloro-1-(2,3,4,6-tetra-O-acetyl-β-D-glucopyranosyl)indole obtained in Example 1-(3) and 4-(2-chloroethyloxy)benzoyl chloride were treated in a manner similar to Example 3 to give the titled compound as a colorless powder. APCI-Mass m/Z 499/501 (M+NH4). 1H-NMR (DMSO-d6) δ 3.24 (td, J=9.2, 4.1 Hz, 1H), 3.39 (td, J=8.7, 5.2 Hz, 1H), 3.43-3.47 (m, 2H), 3.62-3.69 (m, 2H), 3.91-3.93 (m, 2H), 4.19-4.21 (m, 4H), 4.53 (t, J=4.9 Hz, 1H), 5.09 (d, J=4.8 Hz, 1H), 5.15 (d, J=4.7 Hz, 1H), 5.21 (d, J=5.3 Hz... The reactants are C(C)(=O)N1CCC(CC1)C(=O)N(C1=CC(=C(C=C1)Cl)Cl)CCCN1CCC(CC1)NC1=CC=C(C(=O)OC)C=C1 (Methyl 4-{[1-(3-{[(1-acetyl-4-piperidinyl)carbonyl]-3,4-dichloroanilino}propyl)-4-piperidinyl]amino}benzoate), [OH-].[Na+] (sodium hydroxide), Cl (hydrochloric acid). The solvent is C(C)O (ethanol). Reaction conditions: temperature 90 celsius, time 5 hour. The product is C(C)(=O)N1CCC(CC1)C(=O)N(C1=CC(=C(C=C1)Cl)Cl)CCCN1CCC(CC1)NC1=CC=C(C(=O)O)C=C1 (4-{[1-(3-{[(1-Acetyl-4-piperidinyl)carbonyl]-3,4-dichloroanilino}propyl)-4-piperidinyl]amino}benzoic acid). The yield is 55.6%. Reaction SMILES: [C:1]([N:4]1[CH2:9][CH2:8][CH:7]([C:10]([N:12]([CH2:21][CH2:22][CH2:23][N:24]2[CH2:29][CH2:28][CH:27]([NH:30][C:31]3[CH:40]=[CH:39][C:34]([C:35]([O:37]C)=[O:36])=[CH:33][CH:32]=3)[CH2:26][CH2:25]2)[C:13]2[CH:18]=[CH:17][C:16]([Cl:19])=[C:15]([Cl:20])[CH:14]=2)=[O:11])[CH2:6][CH2:5]1)(=[O:3])[CH3:2].[OH-].[Na+].Cl>C(O)C>[C:1]([N:4]1[CH2:9][CH2:8][CH:7]([C:10]([N:12]([CH2:21][CH2:22][CH2:23][N:24]2[CH2:25][CH2:26][CH:27]([NH:30][C:31]3[CH:32]=[CH:33][C:34]([C:35]([OH:37])=[O:36])=[CH:39][CH:40]=3)[CH2:28][CH2:29]2)[C:13]2[CH:18]=[CH:17][C:16]([Cl:19])=[C:15]([Cl:20])[CH:14]=2)=[O:11])[CH2:6][CH2:5]1)(=[O:3])[CH3:2] |f:1.2|. Procedure details: To a solution of the compound obtained in Example 210 (51.8 mg, 0.09 mmol) in ethanol (2 mL) was added aqueous solution of 1N-sodium hydroxide (0.53 mL, 0.53 mmol), and the mixture was stirred at 90° C. for 5 hours. To the mixture was added dropwise aqueous solution of 1N-hydrochloric acid (0.53 mL, 0.53 mmol) under ice cooling, and the mixture was concentrated under reduced pressure. The concentrate was subjected to flash column chromatography (silica gel 5 g, ethyl acetate/methanol=1/0 to 1/1)... Reactants: ClC=1N=C(C2=C(N1)C=C(S2)CN2CCN(CC2)C(COC2OCCCC2)=O)N2CCOCC2 (1-(4-((2-Chloro-4-morpholinothieno[3,2-d]pyrimidin-6-yl)methyl)piperazin-1-yl)-2-(tetrahydro-2H-pyran-2-yloxy)ethanone), CC1(OB(OC1(C)C)C=1C=CC(=NC1)N)C (5-(4,4,5,5-tetramethyl-1,3,2-dioxaborolan-2-yl)pyridin-2-amine). Yields the product NC1=CC=C(C=N1)C=1N=C(C2=C(N1)C=C(S2)CN2CCN(CC2)C(COC2OCCCC2)=O)N2CCOCC2 (1-(4-((2-(6-aminopyridin-3-yl)-4-morpholinothieno[3,2-d]pyrimidin-6-yl)methyl)piperazin-1-yl)-2-(tetrahydro-2H-pyran-2-yloxy)ethanone). RXN SMILES: Cl[C:2]1[N:3]=[C:4]([N:28]2[CH2:33][CH2:32][O:31][CH2:30][CH2:29]2)[C:5]2[S:10][C:9]([CH2:11][N:12]3[CH2:17][CH2:16][N:15]([C:18](=[O:27])[CH2:19][O:20][CH:21]4[CH2:26][CH2:25][CH2:24][CH2:23][O:22]4)[CH2:14][CH2:13]3)=[CH:8][C:6]=2[N:7]=1.CC1(C)C(C)(C)OB([C:42]2[CH:43]=[CH:44][C:45]([NH2:48])=[N:46][CH:47]=2)O1>>[NH2:48][C:45]1[N:46]=[CH:47][C:42]([C:2]2[N:3]=[C:4]([N:28]3[CH2:33][CH2:32][O:31][CH2:30][CH2:29]3)[C:5]3[S:10][C:9]([CH2:11][N:12]4[CH2:17][CH2:16][N:15]([C:18](=[O:27])[CH2:19][O:20][CH:21]5[CH2:26][CH2:25][CH2:24][CH2:23][O:22]5)[CH2:14][CH2:13]4)=[CH:8][C:6]=3[N:7]=2)=[CH:43][CH:44]=1. Reported procedure: 1-(4-((2-Chloro-4-morpholinothieno[3,2-d]pyrimidin-6-yl)methyl)piperazin-1-yl)-2-(tetrahydro-2H-pyran-2-yloxy)ethanone prepared via General Procedure B-3 (250 mg) was reacted with 5-(4,4,5,5-tetramethyl-1,3,2-dioxaborolan-2-yl)pyridin-2-amine via General Procedure A to give 1-(4-((2-(6-aminopyridin-3-yl)-4-morpholinothieno[3,2-d]pyrimidin-6-yl)methyl)piperazin-1-yl)-2-(tetrahydro-2H-pyran-2-yloxy)ethanone. Starting materials: [H][H] (hydrogen), [H][H] (hydrogen), [N+](=O)([O-])C1=C(C=CC=C1)NC(CN(C)C)=O (N-(2-nitrophenyl)-2-dimethylaminoacetamide). Reagents/catalysts: [Pt]=O (platinum oxide). The solvent is C(C)O (ethanol). Yields the product NC1=C(C=CC=C1)NC(CN(C)C)=O (N-(2-aminophenyl)-2-dimethylaminoacetamide). Isolated yield 77.8%. Reaction SMILES: [N+:1]([C:4]1[CH:9]=[CH:8][CH:7]=[CH:6][C:5]=1[NH:10][C:11](=[O:16])[CH2:12][N:13]([CH3:15])[CH3:14])([O-])=O.[H][H]>[Pt]=O.C(O)C>[NH2:1][C:4]1[CH:9]=[CH:8][CH:7]=[CH:6][C:5]=1[NH:10][C:11](=[O:16])[CH2:12][N:13]([CH3:14])[CH3:15]. Procedure details: N-(2-nitrophenyl)-2-dimethylaminoacetamide (13.8 g), platinum oxide (0.2 g) and ethanol (100 ml) were mixed together and shaken in an atmosphere of hydrogen at atmospheric pressure and laboratory temperature until absorption of hydrogen ceased (4.5 litres of hydrogen were absorbed in 2hours). The mixture was then filtered and the ethanol evaporated off under reduced pressure. The solid residue so obtained was recrystallised from cyclohexane to give N-(2-aminophenyl)-2-dimethylaminoacetamide (9.3... Starting materials: [H-].[Na+] (sodium hydride), COC=1C=CC2=C(C(=C3N2CC2=CC=CC=C32)C=O)N1 (2-Methoxy-6H-pyrido[2′,3′:4,5]pyrrolo[2,1-a]isoindole-11-carbaldehyde), CN(C=O)C (N,N-dimethylformamide). Conditions: temperature 0 celsius, time 30 minute. The product is COC=1C=CC2=C(C=C3OCCCN32)N1 (8-Methoxy-3,4-dihydro-2H-pyrido[2′,3′:4,5]pyrrolo[2,1-b][1,3]oxazine). As a reaction SMILES: [H-].[Na+].[CH3:3][O:4][C:5]1[CH:6]=[CH:7][C:8]2[N:12]3[CH2:13][C:14]4C([C:11]3=[C:10](C=O)[C:9]=2[N:22]=1)=CC=C[CH:15]=4.CN(C)C=[O:26]>>[CH3:3][O:4][C:5]1[CH:6]=[CH:7][C:8]2[N:12]3[C:11]([O:26][CH2:15][CH2:14][CH2:13]3)=[CH:10][C:9]=2[N:22]=1 |f:0.1|. Reported procedure: Under an inert atmosphere, 160 mg (4 mmol) of sodium hydride (60% in oil) are added slowly at 0° C., to a solution of 380 mg (1.34 mmol) of the compound obtained in Step E in 10 ml of N,N-dimethylformamide. The reaction mixture is stirred at 0° C., for 30 minutes before being hydrolysed with ice and then extracted with ethyl acetate. The organic phase is washed several times with water, dried over magnesium sulphate, concentrated and purified by flash chromatography over silica gel (eluant:ethyl... The reactants are C(C)(C)(C)OC(=O)OC1=CC=C(C=C1)C#CC1=CC=C(C=C1)OCCC (1-[4-(tert-butoxycarbonyloxy)phenyl]-2-(4-n-propyloxyphenyl)acetylene), C(CC)OC1=CC=C(C=C1)C#C (4-(n-propyloxy)phenylacetylene). Yields the product C(CC)C1=CC=C(C=C1)C#C (4-n-propylphenylacetylene). As a reaction SMILES: C(OC(OC1C=C[C:12]([C:15]#[C:16][C:17]2[CH:22]=[CH:21][C:20](OCCC)=[CH:19][CH:18]=2)=CC=1)=O)(C)(C)C.[CH2:27](OC1C=CC(C#C)=CC=1)[CH2:28]C>>[CH2:16]([C:17]1[CH:18]=[CH:19][C:20]([C:27]#[CH:28])=[CH:21][CH:22]=1)[CH2:15][CH3:12]. Procedure details: 1-[4-(tert-butoxycarbonyloxy)phenyl]-2-(4-n-propyloxyphenyl)acetylene was gained in the same manner as in the step (iii) of the Example 31, except for using 4-(n-propyloxy)phenylacetylene obtained in the step (iii) instead of 4-n-propylphenylacetylene.